This data is from the Open Reaction Database (ORD), a public repository of structured organic reaction records. The task is: describe an organic reaction: reactants, conditions, products, and yield Reactants: C[C@H]1NCCOC1 ((3R)-3-methylmorpholine), C=O (formaldehyde), C[Si](C)(C)N=[N+]=[N-] (trimethylsilylazide), [N+](#[C-])C1=NC=C(C=C1)C(F)(F)F (2-isocyano-5-(trifluoromethyl)pyridine). The solvent is CO (methanol), C(C)OCC (diethyl ether), CO (methanol), Cl (HCl), C(C)OCC (diethyl ether). Reaction conditions: time 18 hour. Product: C[C@H]1N(CCOC1)CC1=NN=NN1C1=NC=C(C=C1)C(F)(F)F ((3R)-3-Methyl-4-({1-[5-(trifluoromethyl)-2-pyridinyl]-1H-tetrazol-5-yl}methyl)morpholine). Reaction SMILES: [CH3:1][C@@H:2]1[CH2:7][O:6][CH2:5][CH2:4][NH:3]1.[CH2:8]=O.[N+:10]([C:12]1[CH:17]=[CH:16][C:15]([C:18]([F:21])([F:20])[F:19])=[CH:14][N:13]=1)#[C-:11].C[Si]([N:26]=[N+:27]=[N-:28])(C)C>CO.C(OCC)C.Cl>[CH3:1][C@@H:2]1[CH2:7][O:6][CH2:5][CH2:4][N:3]1[CH2:8][C:11]1[N:10]([C:12]2[CH:17]=[CH:16][C:15]([C:18]([F:21])([F:19])[F:20])=[CH:14][N:13]=2)[N:28]=[N:27][N:26]=1. Reported procedure: To a solution of (3R)-3-methylmorpholine (88 mg, 0.872 mmol, Tyger Scientific, Ewing, USA) in methanol (2 mL) was added formaldehyde (37% aqueous) (0.065 mL, 0.872 mmol). The reaction mixture was stirred at room temperature for 2 hours before the addition of 2-isocyano-5-(trifluoromethyl)pyridine (150 mg, 0.872 mmol, commercially available from Priaxon AG, Munich, Germany) and trimethylsilylazide (0.116 mL, 0.872 mmol). The reaction mixture was stirred at room temperature overnight (approximatel... Reactants: C(C#C)O (propargyl alcohol), BrC1=CC=C(S1)Cl (5-bromo-2-chloro-thiophene). The reagents and catalysts are [Pd].C1(=CC=CC=C1)P(C1=CC=CC=C1)C1=CC=CC=C1.C1(=CC=CC=C1)P(C1=CC=CC=C1)C1=CC=CC=C1.C1(=CC=CC=C1)P(C1=CC=CC=C1)C1=CC=CC=C1.C1(=CC=CC=C1)P(C1=CC=CC=C1)C1=CC=CC=C1 (tetrakis(triphenylphosphine) palladium(0)), [Cu]I (CuI). The solvent is N1CCCCC1 (piperidine), CCOC(=O)C.CCOCC (EtOAc Et2O). Run at temperature 80 celsius, time 5 minute. Product: ClC1=CC=C(S1)C#CCO (3-(5-Chloro-thiophen-2-yl)-prop-2-yn-1-ol). Yield: 9.1%. As a reaction SMILES: Br[C:2]1[S:6][C:5]([Cl:7])=[CH:4][CH:3]=1.[CH2:8]([OH:11])[C:9]#[CH:10]>N1CCCCC1.CCOC(C)=O.CCOCC.[Pd].C1(P(C2C=CC=CC=2)C2C=CC=CC=2)C=CC=CC=1.C1(P(C2C=CC=CC=2)C2C=CC=CC=2)C=CC=CC=1.C1(P(C2C=CC=CC=2)C2C=CC=CC=2)C=CC=CC=1.C1(P(C2C=CC=CC=2)C2C=CC=CC=2)C=CC=CC=1.[Cu]I>[Cl:7][C:5]1[S:6][C:2]([C:10]#[C:9][CH2:8][OH:11])=[CH:3][CH:4]=1 |f:3.4,5.6.7.8.9|. Reported procedure: Nitrogen (g) is bubbled through a solution of 5-bromo-2-chloro-thiophene (1.00 g, 5.06 mmol) in 8 mL of piperidine. After 5 min, propargyl alcohol (0.32 mL, 5.56 mmol), tetrakis(triphenylphosphine) palladium(0) (0.06 g) and CuI (catalytic amount) are added to the solution. The mixture is heated at 80° C. for 1 h in a sealed glass vessel. At this time, the mixture is cooled and diluted with EtOAc/Et2O. The organic layer is washed 3N HCl, water, saturated NaHCO3 solution and saturated NaCl solutio...